Dataset: the Open Reaction Database (ORD), a public repository of structured organic reaction records. Task: describe an organic reaction: reactants, conditions, products, and yield Reactants: CN1C=NC=C1 (N-methylimidazole), C(C)(=O)NC1=C2C=CC(=C(C2=CC=C1)O)NC(CCl)=O (N-(5-acetylamino-1-hydroxynaphthalen-2-yl)-2-chloroacetamide). Solvent: O1CCOCC1 (dioxane). Product: [Cl-].OC1=C(C=CC2=C(C=CC=C12)NC(C)=O)NC(=O)CN1C=[N+](C=C1)C (3-[(1-hydroxy-5-acetylaminonaphthalen-2-ylcarbamoyl)methyl]-1-methyl-3H-imidazol-1-ium chloride). Yield: 73.0%. As a reaction SMILES: [CH3:1][N:2]1[CH:6]=[CH:5][N:4]=[CH:3]1.[C:7]([NH:10][C:11]1[CH:20]=[CH:19][CH:18]=[C:17]2[C:12]=1[CH:13]=[CH:14][C:15]([NH:22][C:23](=[O:26])[CH2:24][Cl:25])=[C:16]2[OH:21])(=[O:9])[CH3:8]>O1CCOCC1>[Cl-:25].[OH:21][C:16]1[C:17]2[C:12](=[C:11]([NH:10][C:7](=[O:9])[CH3:8])[CH:20]=[CH:19][CH:18]=2)[CH:13]=[CH:14][C:15]=1[NH:22][C:23]([CH2:24][N:4]1[CH:5]=[CH:6][N+:2]([CH3:1])=[CH:3]1)=[O:26] |f:3.4|. Procedure details: 0.25 ml of N-methylimidazole (3.1 mmol) was introduced into a solution of N-(5-acetylamino-1-hydroxynaphthalen-2-yl)-2-chloroacetamide obtained above in step d) (0.9 g, 3 mmol) in 20 ml of dioxane. The reaction medium was heated under reflux for 7 hours and 30 minutes. The precipitate formed was drained, washed abundantly with dioxane and dried under vacuum to constant weight to give 0.82 g of 3-[(1-hydroxy-5-acetylaminonaphthalen-2-ylcarbamoyl)methyl]-1-methyl-3H-imidazol-1-ium chloride in the ... Reactants: [Na] (mono sodium), [N+](=O)([O-])C=1C(=C(C=C(C(=O)O)C1)S(=O)O)OC1=CC=CC=C1 (5-nitro-4-phenoxy-3-sulfinobenzoic acid), Cl (hydrochloric acid). The reagents and catalysts are [Zn] (Zinc). Run in C(C)O (ethanol). Conditions: time 2 hour. Product: NC=1C(=C(C=C(C(=O)O)C1)S)OC1=CC=CC=C1 (5-amino-3-mercapto-4-phenoxybenzoic acid). As a reaction SMILES: [Na].[N+:2]([C:5]1[C:6]([O:17][C:18]2[CH:23]=[CH:22][CH:21]=[CH:20][CH:19]=2)=[C:7]([S:14](O)=O)[CH:8]=[C:9]([CH:13]=1)[C:10]([OH:12])=[O:11])([O-])=O.Cl>C(O)C.[Zn]>[NH2:2][C:5]1[C:6]([O:17][C:18]2[CH:19]=[CH:20][CH:21]=[CH:22][CH:23]=2)=[C:7]([SH:14])[CH:8]=[C:9]([CH:13]=1)[C:10]([OH:12])=[O:11] |^1:0|. Procedure: Zinc powder (38 g) is added to warm solution (70°C) of the mono sodium salt of 5-nitro-4-phenoxy-3-sulfinobenzoic acid (10 g) in ethanol (190 ml), and while stirring 5 N hydrochloric acid (190 ml) is added dropwise. The reaction mixture is kept under nitrogen for an additional 2 hours at 70°C. After cooling and filtration, the ethanol is distilled off in vacuo. After standing in a refrigerator for 16 hours, the precipitated material is collected by filtration and washed with concentrated hydroch... The reactants are C#CC1=CC=C(C=C1)O (poly(p-hydroxystyrene)), C(C)(=O)OC(COC)C (propylene glycol monomethyl ether acetate). Run at temperature 20 celsius, time 5 hour. Product: C1(CCCCC1)CCOC(C)OC1=CC=C(C=C)C=C1.OC1=CC=C(C=C)C=C1 (p-[1-(2-Cyclohexylethoxy)ethoxy]styrene p-hydroxystyrene). The yield is 69.3%. Reaction SMILES: [CH:1]#[C:2][C:3]1[CH:8]=[CH:7][C:6]([OH:9])=[CH:5][CH:4]=1.[C:10]([O:13][CH:14]([CH3:18])[CH2:15]OC)(=[O:12])[CH3:11]>>[CH:3]1([CH2:2][CH2:1][O:12][CH:10]([O:13][C:14]2[CH:15]=[CH:8][C:3]([CH:2]=[CH2:1])=[CH:4][CH:18]=2)[CH3:11])[CH2:8][CH2:7][CH2:6][CH2:5][CH2:4]1.[OH:9][C:6]1[CH:7]=[CH:8][C:3]([CH:2]=[CH2:1])=[CH:4][CH:5]=1 |f:2.3|. Procedure details: In 320 g of propylene glycol monomethyl ether acetate (PGMEA) was dissolved 70 g of poly(p-hydroxystyrene) (VP-8000, manufactured by Nippon Soda Co., Ltd.) with heating and the solution was subjected to dehydration by distillation under a reduce pressure and cooled to 20° C. To the solution were added 0.35 g of pyridinium p-toluenesulfonate and 22.4 g of 2-cyclohexylethanol. Then, 17.5 g of tert-butyl vinyl ether was gradually added to the solution, followed by reacting at 20° C. for 5 hours. To... As a reaction SMILES: [CH3:13][OH:14].[CH3:17][CH2:18][O:19][C:20](=[O:21])[CH3:22].[H:15][H:16].[N+:1]([O-:2])(=[O:3])[c:4]1[n:5][n:6]([CH2:9][CH:10]([CH3:11])[CH3:12])[cH:7][cH:8]1.[Pd:23]>>[NH2:1][c:4]1[n:5][n:6]([CH2:9][CH:10]([CH3:11])[CH3:12])[cH:7][cH:8]1. The reactants are CO, CCOC(C)=O, [H][H], CC(C)Cn1ccc([N+](=O)[O-])n1, [Pd]. The product is CC(C)Cn1ccc(N)n1.